This data is from the Open Reaction Database (ORD), a public repository of structured organic reaction records. The task is: describe an organic reaction: reactants, conditions, products, and yield Reactants: O=C([O-])[O-], CN1CCCC1=O, [Cs+], [Cs+], O=C1CCCC(c2cccnc2F)CC1, O=C(c1ccc(O)cc1)c1nc2ccccc2[nH]1. Product: O=C1CCCC(c2cccnc2Oc2ccc(C(=O)c3nc4ccccc4[nH]3)cc2)CC1. RXN SMILES: [C:1](=[O:2])([O-:3])[O-:4].[CH3:40][N:41]1[CH2:42][CH2:43][CH2:44][C:45]1=[O:46].[Cs+:5].[Cs+:6].[F:25][c:26]1[n:27][cH:28][cH:29][cH:30][c:31]1[CH:32]1[CH2:33][CH2:34][C:35](=[O:39])[CH2:36][CH2:37][CH2:38]1.[nH:7]1[c:8]([C:16](=[O:17])[c:18]2[cH:19][cH:20][c:21]([OH:24])[cH:22][cH:23]2)[n:9][c:10]2[c:11]1[cH:12][cH:13][cH:14][cH:15]2>>[nH:7]1[c:8]([C:16](=[O:17])[c:18]2[cH:19][cH:20][c:21]([O:24][c:26]3[n:27][cH:28][cH:29][cH:30][c:31]3[CH:32]3[CH2:33][CH2:34][C:35](=[O:39])[CH2:36][CH2:37][CH2:38]3)[cH:22][cH:23]2)[n:9][c:10]2[c:11]1[cH:12][cH:13][cH:14][cH:15]2.